This data is from the Open Reaction Database (ORD), a public repository of structured organic reaction records. The task is: describe an organic reaction: reactants, conditions, products, and yield The reactants are FC1=CC=C(C=C1)NC1CCN(CC1)C(=O)OC(C)(C)C (1,1-Dimethylethyl 4-[(4-fluorophenyl)amino]-1-piperidinecarboxylate), [OH-].[Na+] (NaOH). The product is FC1=CC=C(C=C1)NC1CCNCC1 (N-(4-Fluorophenyl)-4-piperidinamine). Solvent: O (water), Cl (HCl), O1CCOCC1 (1,4-dioxane). RXN SMILES: [F:1][C:2]1[CH:7]=[CH:6][C:5]([NH:8][CH:9]2[CH2:14][CH2:13][N:12](C(OC(C)(C)C)=O)[CH2:11][CH2:10]2)=[CH:4][CH:3]=1.[OH-].[Na+]>Cl.O1CCOCC1.O>[F:1][C:2]1[CH:7]=[CH:6][C:5]([NH:8][CH:9]2[CH2:14][CH2:13][NH:12][CH2:11][CH2:10]2)=[CH:4][CH:3]=1 |f:1.2|. Reported procedure: A solution of D1 (1.6 g) in 2M HCl (5 ml) and 1,4-dioxane (20 ml) was heated at 60° C. for 24 h. On cooling, the solution was diluted with water, basified with 2M NaOH solution and extracted with EtOAc (×3). The combined organics were dried (MgSO4) and concentrated in vacuo to give the title compound as a yellow oil (0.719). δH (CDCl3, 250 MHz) 6.88 (2H, t), 6.54 (2H, dd), 3.30 (1H, m), 3.20 (2H, m), 2.70 (2H, m), 2.05 (2H, m), 1.62 (2H, Br), 1.29 (2H, m). Reaction SMILES: [Br:1][C:2]1[CH:11]=[CH:10][C:5]2[NH:6][C:7](Cl)=[N:8][C:4]=2[CH:3]=1.[F:12][C:13]([F:27])([F:26])[C:14]1[C:15]([N:20]2[CH2:25][CH2:24][NH:23][CH2:22][CH2:21]2)=[N:16][CH:17]=[CH:18][CH:19]=1>>[Br:1][C:2]1[CH:11]=[CH:10][C:5]2[N:6]=[C:7]([N:23]3[CH2:24][CH2:25][N:20]([C:15]4[C:14]([C:13]([F:27])([F:12])[F:26])=[CH:19][CH:18]=[CH:17][N:16]=4)[CH2:21][CH2:22]3)[NH:8][C:4]=2[CH:3]=1. Reactants: BrC1=CC2=C(NC(=N2)Cl)C=C1 (5-Bromo-2-chloro-1H-benzoimidazole), FC(C=1C(=NC=CC1)N1CCNCC1)(F)F (1-(3-trifluoromethylpyridin-2-yl)piperazine). Yields the product BrC=1C=CC2=C(NC(=N2)N2CCN(CC2)C2=NC=CC=C2C(F)(F)F)C1 (6-Bromo-2-[4-(3-trifluoromethylpyridin-2-yl)piperazin-1-yl]-1H-benzoimidazole). Procedure: The benzoimidazole from step (b) above (0.115 g, 0.5 mmol) and 1-(3-trifluoromethylpyridin-2-yl)piperazine (0.231 g, 1 mmol, Maybridge) reacted under the conditions of Example 3c to give the title compound as a white amorphous solid. MS (ESI, pos. ion) m/z: 426 (M+1). Starting materials: CC(C)(C)COCc1ccc(CN)cc1, Cc1ccccc1, O=C(N1CCc2ccc(Cl)c(OS(=O)(=O)C(F)(F)F)c2CC1)C(F)(F)F. As a reaction SMILES: [CH3:27][C:28]([CH2:29][O:30][CH2:31][c:32]1[cH:33][cH:34][c:35]([CH2:36][NH2:37])[cH:38][cH:39]1)([CH3:40])[CH3:41].[CH3:42][c:43]1[cH:44][cH:45][cH:46][cH:47][cH:48]1.[Cl:1][c:2]1[c:3]([O:19][S:20]([C:21]([F:22])([F:23])[F:24])(=[O:25])=[O:26])[c:4]2[c:5]([cH:17][cH:18]1)[CH2:6][CH2:7][N:8]([C:11]([C:12]([F:13])([F:14])[F:15])=[O:16])[CH2:9][CH2:10]2>>[Cl:1][c:2]1[c:3]([NH:37][CH2:36][c:35]2[cH:34][cH:33][c:32]([CH2:31][O:30][CH2:29][C:28]([CH3:27])([CH3:40])[CH3:41])[cH:39][cH:38]2)[c:4]2[c:5]([cH:17][cH:18]1)[CH2:6][CH2:7][N:8]([C:11]([C:12]([F:13])([F:14])[F:15])=[O:16])[CH2:9][CH2:10]2. The product is CC(C)(C)COCc1ccc(CNc2c(Cl)ccc3c2CCN(C(=O)C(F)(F)F)CC3)cc1. Reactants: Cc1cc(Nc2cc3ccccc3c(Cl)n2)n[nH]1, Oc1ccc(F)cc1. The product is Cc1cc(Nc2cc3ccccc3c(Oc3ccc(F)cc3)n2)n[nH]1. As a reaction SMILES: [Cl:9][c:10]1[n:11][c:12]([NH:20][c:21]2[n:22][nH:23][c:24]([CH3:26])[cH:25]2)[cH:13][c:14]2[cH:15][cH:16][cH:17][cH:18][c:19]12.[F:1][c:2]1[cH:3][cH:4][c:5]([OH:8])[cH:6][cH:7]1>>[F:1][c:2]1[cH:3][cH:4][c:5]([O:8][c:10]2[n:11][c:12]([NH:20][c:21]3[n:22][nH:23][c:24]([CH3:26])[cH:25]3)[cH:13][c:14]3[cH:15][cH:16][cH:17][cH:18][c:19]23)[cH:6][cH:7]1.